This data is from the Open Reaction Database (ORD), a public repository of structured organic reaction records. The task is: describe an organic reaction: reactants, conditions, products, and yield Yields the product C(C)OC(CC1=CC=C(C=C1)C1=CC=C(C=C1)C1=C(C(=NO1)C)C(O)C=1N=NN(C1)CC1=CC(=C(C=C1)Cl)Cl)=O ([4′-(4-{[1-(3,4-Dichloro-benzyl)-1H-[1,2,3]triazol-4-yl]-hydroxy-methyl}-3-methyl-isoxazol-5-yl)-biphenyl-4-yl]acetic acid ethyl ester). The reactants are BrC1=CC=C(C=C1)C1=C(C(=NO1)C)C(O)C=1N=NN(C1)CC1=CC(=C(C=C1)Cl)Cl ([5-(4-bromo-phenyl)-3-methyl-isoxazol-4-yl]-[1-(3,4-dichloro-benzyl)-1H-[1,2,3]triazol-4-yl]-methanol), C(C)OC(CC1=CC=C(C=C1)B1OC(C(O1)(C)C)(C)C)=O ([4-(4,4,5,5-tetramethyl-[1,3,2]dioxaborolan-2-yl)-phenyl]-acetic acid ethyl ester). Reported procedure: Prepared according to the procedure described in Example 1, Step 10, using [5-(4-bromo-phenyl)-3-methyl-isoxazol-4-yl]-[1-(3,4-dichloro-benzyl)-1H-[1,2,3]triazol-4-yl]-methanol and [4-(4,4,5,5-tetramethyl-[1,3,2]dioxaborolan-2-yl)-phenyl]-acetic acid ethyl ester. RXN SMILES: Br[C:2]1[CH:7]=[CH:6][C:5]([C:8]2[O:12][N:11]=[C:10]([CH3:13])[C:9]=2[CH:14]([C:16]2[N:17]=[N:18][N:19]([CH2:21][C:22]3[CH:27]=[CH:26][C:25]([Cl:28])=[C:24]([Cl:29])[CH:23]=3)[CH:20]=2)[OH:15])=[CH:4][CH:3]=1.[CH2:30]([O:32][C:33](=[O:50])[CH2:34][C:35]1[CH:40]=[CH:39][C:38](B2OC(C)(C)C(C)(C)O2)=[CH:37][CH:36]=1)[CH3:31]>>[CH2:30]([O:32][C:33](=[O:50])[CH2:34][C:35]1[CH:40]=[CH:39][C:38]([C:2]2[CH:3]=[CH:4][C:5]([C:8]3[O:12][N:11]=[C:10]([CH3:13])[C:9]=3[CH:14]([C:16]3[N:17]=[N:18][N:19]([CH2:21][C:22]4[CH:27]=[CH:26][C:25]([Cl:28])=[C:24]([Cl:29])[CH:23]=4)[CH:20]=3)[OH:15])=[CH:6][CH:7]=2)=[CH:37][CH:36]=1)[CH3:31]. The reactants are O=C([O-])[O-], C1COCCO1, NC1CCCN(CC2CCCCC2)C1, CN(C)c1ccccc1-c1ccccc1P(C1CCCCC1)C1CCCCC1, CCOC(=O)C=Cc1cnc(Cl)cn1, [Cs+], [Cs+], CC(=O)[O-], CC(=O)[O-], [Pd+2]. Product: CCOC(=O)C=Cc1cnc(NC2CCCN(CC3CCCCC3)C2)cn1. RXN SMILES: [C:57](=[O:58])([O-:59])[O-:60].[CH2:63]1[O:64][CH2:65][CH2:66][O:67][CH2:68]1.[CH:15]1([CH2:21][N:22]2[CH2:23][CH:24]([NH2:28])[CH2:25][CH2:26][CH2:27]2)[CH2:16][CH2:17][CH2:18][CH2:19][CH2:20]1.[CH:29]1([P:30]([CH:31]2[CH2:32][CH2:33][CH2:34][CH2:35][CH2:36]2)[c:37]2[cH:38][cH:39][cH:40][cH:41][c:42]2-[c:43]2[cH:44][cH:45][cH:46][cH:47][c:48]2[N:49]([CH3:50])[CH3:51])[CH2:52][CH2:53][CH2:54][CH2:55][CH2:56]1.[Cl:1][c:2]1[n:3][cH:4][c:5]([CH:8]=[CH:9][C:10](=[O:11])[O:12][CH2:13][CH3:14])[n:6][cH:7]1.[Cs+:61].[Cs+:62].[O-:70][C:71]([CH3:72])=[O:73].[O-:74][C:75]([CH3:76])=[O:77].[Pd+2:69]>>[c:2]1([NH:28][CH:24]2[CH2:23][N:22]([CH2:21][CH:15]3[CH2:16][CH2:17][CH2:18][CH2:19][CH2:20]3)[CH2:27][CH2:26][CH2:25]2)[n:3][cH:4][c:5]([CH:8]=[CH:9][C:10](=[O:11])[O:12][CH2:13][CH3:14])[n:6][cH:7]1. Starting materials: [BH4-].[Na+] (sodium borohydride), C(C)(=O)C1=NC(=CC=C1)Br (2-acetyl-6-bromopyridine), [Cl-].[NH4+] (ammonium chloride). Solvent: C(C)O (ethanol). Reaction conditions: time 1 hour. Yields the product BrC1=CC=CC(=N1)C(C)O (1-(6-bromopyridin-2-yl)ethanol). Yield: 100.8%. RXN SMILES: [BH4-].[Na+].[C:3]([C:6]1[CH:11]=[CH:10][CH:9]=[C:8]([Br:12])[N:7]=1)(=[O:5])[CH3:4].[Cl-].[NH4+]>C(O)C>[Br:12][C:8]1[N:7]=[C:6]([CH:3]([OH:5])[CH3:4])[CH:11]=[CH:10][CH:9]=1 |f:0.1,3.4|. Procedure: With cooling with ice, 426 mg of sodium borohydride was added to ethanol (50 mL) solution of 4.50 g of 2-acetyl-6-bromopyridine. After stirred for 1 hour, aqueous saturated ammonium chloride solution was added to the reaction liquid, extracted with ethyl acetate, washed with saturated saline water, and dried with anhydrous magnesium sulfate. After concentrated under reduced pressure, 4.58 g of the entitled compound was obtained as a colorless oily substance. The reactants are CCOCC (ether), BrCC=C(C#C)C (5-Bromo-3-methyl-3-penten-1-yne), C([O-])([O-])=O.[K+].[K+] (potassium carbonate), CC(CC(C)=O)=O (2,4-pentanedione). Run in C(C)O (ethanol), CCCCCC (hexane), O (water). Yields the product CC(CCC=CC#C)=O (5-octen-7-yn-2-one). The yield is 77.2%. Reaction SMILES: Br[CH2:2][CH:3]=[C:4](C)[C:5]#[CH:6].C(=O)([O-])[O-].[K+].[K+].CC(=O)[CH2:16][C:17](=[O:19])[CH3:18].CCOCC>C(O)C.O.CCCCCC>[CH3:16][C:17](=[O:19])[CH2:18][CH2:2][CH:3]=[CH:4][C:5]#[CH:6] |f:1.2.3|. Reported procedure: In accordance with a procedure suggested by L. Miginiac, et al., Org. Prep. Proced. Int., 10, 261 (1978), a mixture containing 2.81 g (17.7 mmoles) of 5-bromo-3-methyl-3-penten-1-yne (produced in accordance with Example I), 3.27 g (23.6 mmoles) of anhydrous potassium carbonate, and 2.00 mL (19.5 mmoles) of 2,4-pentanedione (purchased from Aldrich Chemical Co., Milwaukee, Wis.) in 12.0 mL of absolute ethanol was heated, protected from atmospheric moisture, at reflux for 19 hours. The cooled mixtu...